From a dataset of the Open Reaction Database (ORD), a public repository of structured organic reaction records. describe an organic reaction: reactants, conditions, products, and yield The reactants are CC(C)c1c[nH]c2ccc(Oc3c(Cl)cc(CBr)cc3Cl)cc12, N#C[Na], CN(C)C=O, O. The product is CC(C)c1c[nH]c2ccc(Oc3c(Cl)cc(CC#N)cc3Cl)cc12. Reaction SMILES: [CH:1]([CH3:2])([CH3:3])[c:4]1[cH:5][nH:6][c:7]2[cH:8][cH:9][c:10]([O:13][c:14]3[c:15]([Cl:23])[cH:16][c:17]([CH2:18][Br:19])[cH:20][c:21]3[Cl:22])[cH:11][c:12]12.[Na:24][C:25]#[N:26].[O:27]=[CH:28][N:29]([CH3:30])[CH3:31].[OH2:32]>>[CH:1]([CH3:2])([CH3:3])[c:4]1[cH:5][nH:6][c:7]2[cH:8][cH:9][c:10]([O:13][c:14]3[c:15]([Cl:23])[cH:16][c:17]([CH2:18][C:25]#[N:26])[cH:20][c:21]3[Cl:22])[cH:11][c:12]12. Starting materials: C(C1=CC=CC=C1)N1C([C@H]([C@@H](C1)OCC1=CC=CC=C1)OCC1=CC=CC=C1)C(C)O ((3R,4R)-1-benzyl-3,4-dibenzyloxy-2-(1-hydroxyethyl)pyrrolidine), Cl (hydrochloric acid). Reagents/catalysts: [Pd] (palladium on activated charcoal). Run in C(C)O (ethanol). Conditions: time 20 hour. The product is OC(C)C1NC[C@H]([C@@H]1O)O ((3R,4R)-2-(1-hydroxyethyl)-3,4-pyrrolidinediol). The yield is 111.2%. Reaction SMILES: C([N:8]1[CH2:12][C@@H:11]([O:13]CC2C=CC=CC=2)[C@H:10]([O:21]CC2C=CC=CC=2)[CH:9]1[CH:29]([OH:31])[CH3:30])C1C=CC=CC=1.Cl>[Pd].C(O)C>[OH:31][CH:29]([CH:9]1[C@@H:10]([OH:21])[C@H:11]([OH:13])[CH2:12][NH:8]1)[CH3:30]. Procedure details: To a solution of (3R,4R)-1-benzyl-3,4-dibenzyloxy-2-(1-hydroxyethyl)pyrrolidine (90 mg, 0.22 mmol) in abs. ethanol (10 ml) was added palladium on activated charcoal (10% Pd, 30 mg) and 37% hydrochloric acid (0.1 ml). The mixture was hydrogenated in a Parr apparatus at 40 psi for 20 hours. The mixture was filtered and evaporated to dryness in vacuo to give (3R,4R)-2-(1-hydroxyethyl)-3,4-pyrrolidinediol (36 mg, yield: 90%) as an oil. The reactants are ( b ), C1(=CC=CC=C1)C1(CCC(CC1)OP(Cl)Cl)C1=CC=CC=C1 (4,4-diphenylcyclohexyloxy-dichlorophosphine), N1C=NC=C1 (imidazole). Product: C1(=CC=CC=C1)C1(CCC(CC1)OP(C=1NC=CN1)C=1NC=CN1)C1=CC=CC=C1 (4,4-diphenycyclohexyloxy-diimidazolylphosphine). RXN SMILES: [C:1]1([C:7]2([C:17]3[CH:22]=[CH:21][CH:20]=[CH:19][CH:18]=3)[CH2:12][CH2:11][CH:10]([O:13][P:14](Cl)Cl)[CH2:9][CH2:8]2)[CH:6]=[CH:5][CH:4]=[CH:3][CH:2]=1.[NH:23]1[CH:27]=[CH:26][N:25]=[CH:24]1>>[C:1]1([C:7]2([C:17]3[CH:22]=[CH:21][CH:20]=[CH:19][CH:18]=3)[CH2:12][CH2:11][CH:10]([O:13][P:14]([C:24]3[NH:23][CH:27]=[CH:26][N:25]=3)[C:24]3[NH:23][CH:27]=[CH:26][N:25]=3)[CH2:9][CH2:8]2)[CH:6]=[CH:5][CH:4]=[CH:3][CH:2]=1. Procedure details: A process for preparing (4,4-diphenylcyclohexyl)phosphooxymethyl diethylene triaminepenta-acetic acid comprising the steps of: (a) phosphorylating 1.0 equivalents of 4,4-diphenylcyclohexanol with about one equivalent of phosphorous trichloride to obtain 4,4-diphenylcyclohexyloxy dichlorophosphine having the formula: ##STR20## (b) coupling the 4,4-diphenylcyclohexyloxy-dichlorophosphine formed in step (a) with from about 5 to about 6 equivalents of imidazole to obtain 4,4-diphenycyclohexyloxy-dii...